This data is from the Open Reaction Database (ORD), a public repository of structured organic reaction records. The task is: describe an organic reaction: reactants, conditions, products, and yield Starting materials: CC1=CC(NC2=CC=C(C=C12)O)=O (4-methyl-6-hydroxy-2-oxo-1,2-dihydroquinoline), C(C)(C)(C)C1=CC=C(CN2CCN(CC2)CCCCl)C=C1 (3-[4-(4-tert.-butylbenzyl)-piperazin-1-yl]-propyl chloride). Yields the product CC1=CC(NC2=CC=C(C=C12)OCCCN1CCN(CC1)CC1=CC=C(C=C1)C(C)(C)C)=O (4-methyl-6-{3-[4-(4-tert.-butylbenzyl)-piperazin-1-yl]-propoxy}-2-oxo-1,2-dihydroquinoline). RXN SMILES: [CH3:1][C:2]1[C:11]2[C:6](=[CH:7][CH:8]=[C:9]([OH:12])[CH:10]=2)[NH:5][C:4](=[O:13])[CH:3]=1.[C:14]([C:18]1[CH:34]=[CH:33][C:21]([CH2:22][N:23]2[CH2:28][CH2:27][N:26]([CH2:29][CH2:30][CH2:31]Cl)[CH2:25][CH2:24]2)=[CH:20][CH:19]=1)([CH3:17])([CH3:16])[CH3:15]>>[CH3:1][C:2]1[C:11]2[C:6](=[CH:7][CH:8]=[C:9]([O:12][CH2:31][CH2:30][CH2:29][N:26]3[CH2:25][CH2:24][N:23]([CH2:22][C:21]4[CH:20]=[CH:19][C:18]([C:14]([CH3:15])([CH3:17])[CH3:16])=[CH:34][CH:33]=4)[CH2:28][CH2:27]3)[CH:10]=2)[NH:5][C:4](=[O:13])[CH:3]=1. Procedure details: In a manner analogous to that described in Example 5, by the reaction of 4-methyl-6-hydroxy-2-oxo-1,2-dihydroquinoline with 3-[4-(4-tert.-butylbenzyl)-piperazin-1-yl]-propyl chloride, there is obtained 4-methyl-6-{3-[4-(4-tert.-butylbenzyl)-piperazin-1-yl]-propoxy}-2-oxo-1,2-dihydroquinoline which, after recrystallization from ethyl acetate, melts at 171°-172° C.